Dataset: the Open Reaction Database (ORD), a public repository of structured organic reaction records. Task: describe an organic reaction: reactants, conditions, products, and yield Starting materials: IC1=CC=C(C(=O)OCC)C=C1 (ethyl 4-iodobenzoate), C(C)(C)[Mg]C(C)C (diisopropylmagnesium), C(C1=CC=CC=C1)=O (benzaldehyde). The solvent is C1CCOC1 (THF), C(C)(C)(C)OC (methyl tert-butyl ether). Reaction conditions: time 1 hour. Yields the product crude product, OC(C1=CC=CC=C1)C1=CC=C(C(=O)OCC)C=C1 (Ethyl 4-(α-hydroxybenzyl)benzoate). Isolated yield 89.7%. Reaction SMILES: I[C:2]1[CH:12]=[CH:11][C:5]([C:6]([O:8][CH2:9][CH3:10])=[O:7])=[CH:4][CH:3]=1.C([Mg]C(C)C)(C)C.[CH:20](=[O:27])[C:21]1[CH:26]=[CH:25][CH:24]=[CH:23][CH:22]=1>C1COCC1.C(OC)(C)(C)C>[OH:27][CH:20]([C:2]1[CH:12]=[CH:11][C:5]([C:6]([O:8][CH2:9][CH3:10])=[O:7])=[CH:4][CH:3]=1)[C:21]1[CH:26]=[CH:25][CH:24]=[CH:23][CH:22]=1. Procedure details: A solution of 552 mg (2 mmol) of ethyl 4-iodobenzoate in 20 ml of THF was cooled to −40° C. and 1.06 mmol of diisopropylmagnesium in methyl tert-butyl ether were added. After 1 h at −40° C. 233 mg (2.2 mmol) of benzaldehyde were added. After 3 h, the reaction mixture was hydrolyzed and the org. phase was concentrated. Chromatography of the crude product with 4/1 pentane/ether afforded 460 mg (90%) of the alcohol. The reactants are Cl.C(C)(=O)NC1=CC=C(NC2CCN3CCC4=C(C3C2)C=C(C(=C4)OC)OC)C=C1 (2-(4-Acetylaminoanilino)-1,3,4,6,7,11b-hexahydro-9,10-dimethoxy-2H-benzo[a]quinolizine hydrochloride), C(\C=C\C(=O)O)(=O)O (fumaric acid). Run in C(C)O (ethanol). Yields the product C(\C=C\C(=O)O)(=O)O.C(C)(=O)NC1=CC=C(NC2CCN3CCC4=C(C3C2)C=C(C(=C4)OC)OC)C=C1 (2-(4-Acetylaminoanilino)-1,3,4,6,7,11b-hexahydro-9,10-dimethoxy-2H-benzo[a]quinolizine fumarate). Reaction SMILES: Cl.[C:2]([NH:5][C:6]1[CH:30]=[CH:29][C:9]([NH:10][CH:11]2[CH2:20][CH:19]3[N:14]([CH2:15][CH2:16][C:17]4[CH:24]=[C:23]([O:25][CH3:26])[C:22]([O:27][CH3:28])=[CH:21][C:18]=43)[CH2:13][CH2:12]2)=[CH:8][CH:7]=1)(=[O:4])[CH3:3].[C:31]([OH:38])(=[O:37])/[CH:32]=[CH:33]/[C:34]([OH:36])=[O:35]>C(O)C>[C:31]([OH:38])(=[O:37])/[CH:32]=[CH:33]/[C:34]([OH:36])=[O:35].[C:2]([NH:5][C:6]1[CH:7]=[CH:8][C:9]([NH:10][CH:11]2[CH2:20][CH:19]3[N:14]([CH2:15][CH2:16][C:17]4[CH:24]=[C:23]([O:25][CH3:26])[C:22]([O:27][CH3:28])=[CH:21][C:18]=43)[CH2:13][CH2:12]2)=[CH:29][CH:30]=1)(=[O:4])[CH3:3] |f:0.1,4.5|. Procedure details: The free base of the compound prepared in Example II (TR-3605) in the amount of 1 g and 0.6 g of fumaric acid were dissolved in 75 ml of absolute ethanol. The solution was heated to boiled and allowed to cool whereupon the salt was collected and recrystallized from absolute ethanol to yield 1 g of the desired product m.p. (decomposed at 221°-2°).